This data is from the Open Reaction Database (ORD), a public repository of structured organic reaction records. The task is: describe an organic reaction: reactants, conditions, products, and yield Reactants: [OH-].[Na+] (sodium hydroxide), C(C)OC(C(CC(C1=CC(=CC=C1)C1CCCC2=CC=CC=C12)=O)=O)=O (2,4-dioxo-4-[3-(1,2,3,4-tetrahydronaphthalen-1-yl)-phenyl]butyric acid ethyl ester), solution, [OH-].[Na+] (sodium hydroxide). The solvent is CO (methanol), O (water). Run at time 4 hour. Product: O=C(C(=O)O)CC(C1=CC(=CC=C1)C1CCCC2=CC=CC=C12)=O (2,4-dioxo-4-[3-(1,2,3,4-tetrahydronaphthalen-1-yl)-phenyl]butyric acid). Reaction SMILES: C([O:3][C:4](=[O:26])[C:5](=[O:25])[CH2:6][C:7](=[O:24])[C:8]1[CH:13]=[CH:12][CH:11]=[C:10]([CH:14]2[C:23]3[C:18](=[CH:19][CH:20]=[CH:21][CH:22]=3)[CH2:17][CH2:16][CH2:15]2)[CH:9]=1)C.[OH-].[Na+]>CO.O>[O:25]=[C:5]([CH2:6][C:7](=[O:24])[C:8]1[CH:13]=[CH:12][CH:11]=[C:10]([CH:14]2[C:23]3[C:18](=[CH:19][CH:20]=[CH:21][CH:22]=3)[CH2:17][CH2:16][CH2:15]2)[CH:9]=1)[C:4]([OH:26])=[O:3] |f:1.2|. Procedure details: Isomer A: 2,4-dioxo-4-[3-(1,2,3,4-tetrahydronaphthalen-1-yl)-phenyl]butyric acid ethyl ester (isomer A from above) was dissolved in 2 mLs methanol, and to it was added 1 mL of a 1M solution of sodium hydroxide in water. After stirring for 4 hr, the reaction was poured into 5 mL sodium hydroxide and extracted three times with diethyl ether. The aqueous layer was then acidified via the addition of excess 10% citric acid and extracted three times with ethyl acetate. The ethyl acetate extracts were ...